From a dataset of the Open Reaction Database (ORD), a public repository of structured organic reaction records. describe an organic reaction: reactants, conditions, products, and yield The reactants are CC1=CC=C(C=C1)C1=CC=C(C=C1)C(=O)O (4′-methyl-[1,1′-biphenyl]-4-carboxylic acid), OC1=CC=C(C=O)C=C1 (4-hydroxybenzaldehyde), TEA, C(C(=O)Cl)(=O)Cl (oxalyl chloride). The reagents and catalysts are CN(C)C=O (DMF). Solvent: C(Cl)Cl (DCM), C(Cl)Cl (DCM), C(Cl)Cl (DCM). Reaction conditions: time 18 hour. Yields the product CC1=CC=C(C=C1)C1=CC=C(C=C1)C(=O)OC1=CC=C(C=C1)C=O (4-formylphenyl 4′-methyl-[1,1′-biphenyl]-4-carboxylate). The yield is 40.4%. As a reaction SMILES: [CH3:1][C:2]1[CH:7]=[CH:6][C:5]([C:8]2[CH:13]=[CH:12][C:11]([C:14]([OH:16])=[O:15])=[CH:10][CH:9]=2)=[CH:4][CH:3]=1.C(Cl)(=O)C(Cl)=O.O[C:24]1[CH:31]=[CH:30][C:27]([CH:28]=[O:29])=[CH:26][CH:25]=1>C(Cl)Cl.CN(C=O)C>[CH3:1][C:2]1[CH:7]=[CH:6][C:5]([C:8]2[CH:13]=[CH:12][C:11]([C:14]([O:16][C:24]3[CH:31]=[CH:30][C:27]([CH:28]=[O:29])=[CH:26][CH:25]=3)=[O:15])=[CH:10][CH:9]=2)=[CH:4][CH:3]=1. Procedure: Prepared using General Procedure 2: To a stirred solution of 4′-methyl-[1,1′-biphenyl]-4-carboxylic acid (0.5 g, 2.35 mmol) in DCM (10 mL) was added DMF (3 drops) then oxalyl chloride (0.262 mL, 3.1 mmol) and left for 2 h. The reaction mixture was added to a solution of 4-hydroxybenzaldehyde (0.31 g, 2.6 mmol) and TEA (0.4 mL, 2.82 mmol) in DCM (10 mL) and stirred for 18 h. The reaction mixture was diluted with DCM (100 mL) and washed with NaHCO3 (100 mL). The organic layer was pre-absorbed onto... Starting materials: Cl (HCl), N(=O)[O-].[Na+] (NaNO2), NC=1SC2=C(N1)C(=C(C=C2)C(=O)OC)C (methyl 2-amino-4-methylbenzothiazole-5-carboxylate). The reagents and catalysts are Cl[Cu] (CuCl). The solvent is O (water), P(O)(O)(O)=O (phosphoric acid). Reaction conditions: temperature 100 celsius. Yields the product ClC=1SC2=C(N1)C(=C(C=C2)C(=O)OC)C (Methyl 2-chloro-4-methylbenzothiazole-5-carboxylate). Reaction SMILES: N([O-])=O.[Na+].N[C:6]1[S:7][C:8]2[CH:14]=[CH:13][C:12]([C:15]([O:17][CH3:18])=[O:16])=[C:11]([CH3:19])[C:9]=2[N:10]=1.[ClH:20]>O.P(=O)(O)(O)O.Cl[Cu]>[Cl:20][C:6]1[S:7][C:8]2[CH:14]=[CH:13][C:12]([C:15]([O:17][CH3:18])=[O:16])=[C:11]([CH3:19])[C:9]=2[N:10]=1 |f:0.1|. Procedure details: At −8° C., a solution of 9.3 g of NaNO2 (0.14 mol) in 10 ml of water was added dropwise to a solution of 5 g of methyl 2-amino-4-methylbenzothiazole-5-carboxylate (0.02 mol) in 150 ml of phosphoric acid. At 5° C., a solution of 3 g of CuCl and 12 ml of conc. HCl was then added dropwise. The reaction mixture was heated to 100° C. After cooling, the residue was filtered off with suction, washed with water and dried. The product was purified by silica gel column chromatography.